From a dataset of the Open Reaction Database (ORD), a public repository of structured organic reaction records. describe an organic reaction: reactants, conditions, products, and yield Reactants: 14.07, Cl.Cl.C(C)N(CCOC1CN(CCC1(OC)OC)CCCOC1=CC=C(C=C1)F)CC (N,N-diethyl-2-[[1-[3-(4-fluorophenoxy)propyl]-4,4-dimethoxy-3-piperidinyl]-oxy]ethanamine dihydrochloride), S(O)(O)(=O)=O (sulfuric acid). The solvent is O (water). Product: C(C)N(CCOC1CN(CCC1=O)CCCOC1=CC=C(C=C1)F)CC (3-[2-(diethylamino)ethoxy]-1-[3-(4-fluorophenoxy)propyl]-4-piperidinone), intermediate 120. The yield is 75.0%. RXN SMILES: Cl.Cl.[CH2:3]([N:5]([CH2:30][CH3:31])[CH2:6][CH2:7][O:8][CH:9]1[C:14](OC)([O:15]C)[CH2:13][CH2:12][N:11]([CH2:19][CH2:20][CH2:21][O:22][C:23]2[CH:28]=[CH:27][C:26]([F:29])=[CH:25][CH:24]=2)[CH2:10]1)[CH3:4].S(=O)(=O)(O)O>O>[CH2:30]([N:5]([CH2:3][CH3:4])[CH2:6][CH2:7][O:8][CH:9]1[C:14](=[O:15])[CH2:13][CH2:12][N:11]([CH2:19][CH2:20][CH2:21][O:22][C:23]2[CH:28]=[CH:27][C:26]([F:29])=[CH:25][CH:24]=2)[CH2:10]1)[CH3:31] |f:0.1.2|. Reported procedure: A mixture of 14.07 parts of N,N-diethyl-2-[[1-[3-(4-fluorophenoxy)propyl]-4,4-dimethoxy-3-piperidinyl]-oxy]ethanamine dihydrochloride, 7.36 parts of a sulfuric acid solution 96% and 500 parts of water was stirred and refluxed for 17 hours. The reaction mixture was allowed to cool and washed with 2,2'-oxybispropane. The aqueous phase was separated and alkalized with sodium carbonate. The product was extracted with dichloromethane. The extract was dried, filtered and evaporated. The residue was pu... Reactants: CO, CON, Cl, O=C(C[N+](=O)[O-])c1ccccc1O. Yields the product CON=C(C[N+](=O)[O-])c1ccccc1O. Reaction SMILES: [CH3:18][OH:19].[CH3:2][O:3][NH2:4].[ClH:1].[OH:5][c:6]1[c:7]([C:12]([CH2:13][N+:14](=[O:15])[O-:16])=[O:17])[cH:8][cH:9][cH:10][cH:11]1>>[CH3:2][O:3][N:4]=[C:12]([c:7]1[c:6]([OH:5])[cH:11][cH:10][cH:9][cH:8]1)[CH2:13][N+:14](=[O:15])[O-:16]. Reactants: ( a ), OC1CCN(CC1)CCCOC1=C(C=CC=C1)[N+](=O)[O-] (4-hydroxy-1-[3-(2-nitrophenoxy)propyl]piperidine), C1(=CC=CC=C1)C(C1=CC=CC=C1)Br (diphenylmethyl bromide), OC1CCN(CC1)CCCOC1=C(C=CC(=C1)F)[N+](=O)[O-] (4-hydroxy-1-[3-(5-fluoro-2-nitrophenoxy)propyl]piperidine). The product is C1(=CC=CC=C1)C(OC1CCN(CC1)CCCOC1=C(C=CC(=C1)F)[N+](=O)[O-])C1=CC=CC=C1 (4-diphenylmethoxy1-[3-(5-fluoro-2-nitrophenoxy)propyl]piperidine). RXN SMILES: [C:1]1([CH:7](Br)[C:8]2[CH:13]=[CH:12][CH:11]=[CH:10][CH:9]=2)[CH:6]=[CH:5][CH:4]=[CH:3][CH:2]=1.[OH:15][CH:16]1[CH2:21][CH2:20][N:19]([CH2:22][CH2:23][CH2:24][O:25][C:26]2[CH:31]=[C:30]([F:32])[CH:29]=[CH:28][C:27]=2[N+:33]([O-:35])=[O:34])[CH2:18][CH2:17]1.OC1CCN(CCCOC2C=CC=CC=2[N+]([O-])=O)CC1>>[C:1]1([CH:7]([C:8]2[CH:13]=[CH:12][CH:11]=[CH:10][CH:9]=2)[O:15][CH:16]2[CH2:17][CH2:18][N:19]([CH2:22][CH2:23][CH2:24][O:25][C:26]3[CH:31]=[C:30]([F:32])[CH:29]=[CH:28][C:27]=3[N+:33]([O-:35])=[O:34])[CH2:20][CH2:21]2)[CH:6]=[CH:5][CH:4]=[CH:3][CH:2]=1. Procedure: The procedure of Example 1 (a) was repeated except for using diphenylmethyl bromide and 4-hydroxy-1-[3-(5-fluoro-2-nitrophenoxy)propyl]piperidine instead of diphenylmethyl bromide and 4-hydroxy-1-[3-(2-nitrophenoxy)propyl]piperidine to give oily 4-diphenylmethoxy1-[3-(5-fluoro-2-nitrophenoxy)propyl]piperidine. The reactants are [H-].[Al+3].[Li+].[H-].[H-].[H-] (Lithium aluminum hydride), NC(C)C=1C=CC2=C(NC(CO2)=O)C1 ((±)-6-(1-aminoethyl)-4H-benzo[1,4]oxazin-3-one), 11. The solvent is C1CCOC1 (THF). Product: O1CCNC2=C1C=CC(=C2)C(C)N ((±)-1-(3,4-dihydro-2H-benzo[1,4]oxazin-6-yl)ethylamine). The yield is 95.0%. As a reaction SMILES: [H-].[Al+3].[Li+].[H-].[H-].[H-].[NH2:7][CH:8]([C:10]1[CH:11]=[CH:12][C:13]2[O:18][CH2:17][C:16](=O)[NH:15][C:14]=2[CH:20]=1)[CH3:9]>C1COCC1>[O:18]1[C:13]2[CH:12]=[CH:11][C:10]([CH:8]([NH2:7])[CH3:9])=[CH:20][C:14]=2[NH:15][CH2:16][CH2:17]1 |f:0.1.2.3.4.5|. Reported procedure: Lithium aluminum hydride (2.28 g, 60 mmol) was carefully added to a suspension of (±)-6-(1-aminoethyl)-4H-benzo[1,4]oxazin-3-one, Preparation 11 (3.84 g, 20 mmol) in THF (80 mL) at −78° C. The reaction mixture was stirred while warming to room temperature, then under reflux for 4 hours. The reaction mixture was then cooled to −78° C. and was quenched with water (2.3 mL), sodium hydroxide (10N) (2.3 mL), and water (4.6 mL). The resulting mixture was filtered and the resultant filtrate was concent... The reactants are ClCCl, Cc1ccccc1-c1cc(O)ncc1C#N, O=P(Cl)(Cl)Cl. Yields the product Cc1ccccc1-c1cc(Cl)ncc1C#N. Reaction SMILES: [Cl:22][CH2:23][Cl:24].[OH:1][c:2]1[n:3][cH:4][c:5]([C:6]#[N:7])[c:8](-[c:10]2[c:11]([CH3:16])[cH:12][cH:13][cH:14][cH:15]2)[cH:9]1.[P:17]([Cl:18])([Cl:19])([Cl:20])=[O:21]>>[c:2]1([Cl:19])[n:3][cH:4][c:5]([C:6]#[N:7])[c:8](-[c:10]2[c:11]([CH3:16])[cH:12][cH:13][cH:14][cH:15]2)[cH:9]1.